This data is from the Open Reaction Database (ORD), a public repository of structured organic reaction records. The task is: describe an organic reaction: reactants, conditions, products, and yield The reactants are P(Br)(Br)Br (Phosphorous tribromide), C(C1=CC=CC=C1)OC1=C(C=C(C=C1Cl)CO)Cl ((4-benzyloxy-3,5-dichloro-phenyl)-methanol). The solvent is ClCCl (dichloromethane), C(C)OCC (diethyl ether). Conditions: time 2 hour. The product is C(C1=CC=CC=C1)OC1=C(C=C(C=C1Cl)CBr)Cl (2-Benzyloxy-5-bromomethyl-1,3-dichloro-benzene). As a reaction SMILES: P(Br)(Br)[Br:2].[CH2:5]([O:12][C:13]1[C:18]([Cl:19])=[CH:17][C:16]([CH2:20]O)=[CH:15][C:14]=1[Cl:22])[C:6]1[CH:11]=[CH:10][CH:9]=[CH:8][CH:7]=1>ClCCl.C(OCC)C>[CH2:5]([O:12][C:13]1[C:18]([Cl:19])=[CH:17][C:16]([CH2:20][Br:2])=[CH:15][C:14]=1[Cl:22])[C:6]1[CH:11]=[CH:10][CH:9]=[CH:8][CH:7]=1. Reported procedure: Phosphorous tribromide (2 mL) was added to a solution of (4-benzyloxy-3,5-dichloro-phenyl)-methanol (CAB02117, 5.50 g, 19.4 mmol) in dichloromethane (80 mL) at 0° C. The mixture was stirred at this temperature for 2 h, diluted with diethyl ether (150 mL), transferred into a separation funnel and washed with water (2×50 mL) and brine (50 mL). The organic layer was dried over magnesium sulphate and concentrated under reduced pressure. The residue was recrystallised from dichloromethane/hexane. 1H-... Conditions: time 8 hour. Isolated yield 21.8%. Solvent: CN(C)C=O (DMF). Reported procedure: To a stirred solution of 6-allyl-6-(4-fluorophenyl)-1,3-oxazinan-2-one (15 mg, 0.064 mmol) and 2,4-dichlorobenzyl chloride (25 mg, 0.13 mmol) in dry DMF (0.5 mL) under N2 was added 60% NaH in oil in small portions until gas evolution ceased. The mixture was stirred overnight at rt and quenched with water (0.5 mL). The mixture was applied to a 10-mL Chem-Elut cartridge and eluted with ether (50 mL). The eluate was evaporated to dryness and the residue was purified by preparative HPLC to afford 6-... Reactants: C(C=C)C1(CCNC(O1)=O)C1=CC=C(C=C1)F (6-allyl-6-(4-fluorophenyl)-1,3-oxazinan-2-one), ClC1=C(CCl)C=CC(=C1)Cl (2,4-dichlorobenzyl chloride), [H-].[Na+] (NaH). The product is C(C=C)C1(CCN(C(O1)=O)CC1=C(C=C(C=C1)Cl)Cl)C1=CC=C(C=C1)F (6-allyl-3-(2,4-dichlorobenzyl)-6-(4-fluorophenyl)-1,3-oxazinan-2-one). RXN SMILES: [CH2:1]([C:4]1([C:11]2[CH:16]=[CH:15][C:14]([F:17])=[CH:13][CH:12]=2)[O:9][C:8](=[O:10])[NH:7][CH2:6][CH2:5]1)[CH:2]=[CH2:3].[Cl:18][C:19]1[CH:26]=[C:25]([Cl:27])[CH:24]=[CH:23][C:20]=1[CH2:21]Cl.[H-].[Na+]>CN(C=O)C>[CH2:1]([C:4]1([C:11]2[CH:12]=[CH:13][C:14]([F:17])=[CH:15][CH:16]=2)[O:9][C:8](=[O:10])[N:7]([CH2:21][C:20]2[CH:23]=[CH:24][C:25]([Cl:27])=[CH:26][C:19]=2[Cl:18])[CH2:6][CH2:5]1)[CH:2]=[CH2:3] |f:2.3|. The reactants are C(C)(=O)OC(C)=O (acetic anhydride), C(CCC)C1=CC=C(N)C=C1 (p-normalbutylaniline), O (water). The solvent is C(C)(=O)O (acetic acid). The product is C(CCC)C1=CC=C(NC(C)=O)C=C1 (p-normalbutylacetanilide). The yield is 96.0%. Reaction SMILES: [CH2:1]([C:5]1[CH:11]=[CH:10][C:8]([NH2:9])=[CH:7][CH:6]=1)[CH2:2][CH2:3][CH3:4].[C:12](OC(=O)C)(=[O:14])[CH3:13].O>C(O)(=O)C>[CH2:1]([C:5]1[CH:6]=[CH:7][C:8]([NH:9][C:12](=[O:14])[CH3:13])=[CH:10][CH:11]=1)[CH2:2][CH2:3][CH3:4]. Reported procedure: 95.0 g (0.64 mol) of p-normalbutylaniline was dissolved in 170 ml of glacial acetic acid. 81.3 g (0.80 mol) of acetic anhydride was then added dropwise to the solution at a temperature of 30° C. After the completion of dropwise addition, the reaction mixture was then allowed to undergo reaction at a temperature of 40° C. for 1 hour. The reaction solution was then poured into 600 ml of water. The resulting crystal was filtered off, washed with water, and then dried. The crystal thus obtained was ... Yields the product COC(=O)c1cc(Oc2ccc(-c3noc(C)n3)nc2)ccc1[N+](=O)[O-]. RXN SMILES: [C:14](=[O:15])([O-:16])[O-:17].[CH3:1][c:2]1[n:3][c:4](-[c:7]2[cH:8][cH:9][c:10]([OH:13])[cH:11][n:12]2)[n:5][o:6]1.[CH3:36][N:37]([CH3:38])[CH:39]=[O:40].[Cl-:34].[F:20][c:21]1[cH:22][cH:23][c:24]([N+:31](=[O:32])[O-:33])[c:25]([C:26](=[O:27])[O:28][CH3:29])[cH:30]1.[K+:18].[K+:19].[NH4+:35]>>[CH3:1][c:2]1[n:3][c:4](-[c:7]2[cH:8][cH:9][c:10]([O:13][c:21]3[cH:22][cH:23][c:24]([N+:31](=[O:32])[O-:33])[c:25]([C:26](=[O:27])[O:28][CH3:29])[cH:30]3)[cH:11][n:12]2)[n:5][o:6]1. Starting materials: O=C([O-])[O-], Cc1nc(-c2ccc(O)cn2)no1, CN(C)C=O, [Cl-], COC(=O)c1cc(F)ccc1[N+](=O)[O-], [K+], [K+], [NH4+]. The reactants are Intermediate 1, C(=O)(C(F)(F)F)O (TFA), NCCC1=CNC2=CC=CC=C12 (tryptamine), C1OC=2C=C(C=O)C=CC2O1 (3,4-methylenedioxybenzaldehyde). The product is C1OC=2C=C(C=CC2O1)C1NCCC=2C3=CC=CC=C3NC12 (1-(3,4-Methylenedioxyphenyl)-2,3,4,9-tetrahydro-1H-β-carboline). Yield: 62.7%. RXN SMILES: [NH2:1][CH2:2][CH2:3][C:4]1[C:12]2[C:7](=[CH:8][CH:9]=[CH:10][CH:11]=2)[NH:6][CH:5]=1.[CH2:13]1[O:23][C:22]2[CH:21]=[CH:20][C:17]([CH:18]=O)=[CH:16][C:15]=2[O:14]1.C(O)(C(F)(F)F)=O>>[CH2:13]1[O:23][C:22]2[CH:21]=[CH:20][C:17]([CH:18]3[C:5]4[NH:6][C:7]5[C:12](=[CH:11][CH:10]=[CH:9][CH:8]=5)[C:4]=4[CH2:3][CH2:2][NH:1]3)=[CH:16][C:15]=2[O:14]1. Procedure: This product was prepared using the same procedure as for Intermediate 1 with tryptamine (20.0 g, 120 mmol), 3,4-methylenedioxybenzaldehyde (20.6 g, 1.1 equiv.) and TFA (18 mL, 2 equiv.) to give the title compound (22 g, 60%) as white crystals after recrystallization from ethanol.